Dataset: the Open Reaction Database (ORD), a public repository of structured organic reaction records. Task: describe an organic reaction: reactants, conditions, products, and yield The reactants are FC[C@H]1N(C(O[C@@H]1C1=CC=C(C=C1)C1=CC(=NO1)COS(=O)(=O)C)(C)C)C(=O)OC(C)(C)C ((4S,5R)-tert-butyl 4-(fluoromethyl) -2,2-dimethyl-5-(4-(3-((methylsulfonyloxy)methyl)isoxazol-5-yl)phenyl)oxazolidine-3-carboxylate), [OH-].[NH4+] (ammonium hydroxide). Run in O1CCOCC1 (dioxane). Run at temperature 35 celsius, time 12 hour. Yields the product NCC1=NOC(=C1)C1=CC=C(C=C1)[C@@H]1[C@H](N(C(O1)(C)C)C(=O)OC(C)(C)C)CF ((4S,5R)-tert-butyl 5-(4-(3-(aminomethyl)isoxazol-5-yl)phenyl)-4-(fluoromethyl)-2,2-dimethyloxazolidine-3-carboxylate). Reaction SMILES: [F:1][CH2:2][C@@H:3]1[C@@H:7]([C:8]2[CH:13]=[CH:12][C:11]([C:14]3[O:18][N:17]=[C:16]([CH2:19]OS(C)(=O)=O)[CH:15]=3)=[CH:10][CH:9]=2)[O:6][C:5]([CH3:26])([CH3:25])[N:4]1[C:27]([O:29][C:30]([CH3:33])([CH3:32])[CH3:31])=[O:28].[OH-].[NH4+:35]>O1CCOCC1>[NH2:35][CH2:19][C:16]1[CH:15]=[C:14]([C:11]2[CH:10]=[CH:9][C:8]([C@H:7]3[O:6][C:5]([CH3:26])([CH3:25])[N:4]([C:27]([O:29][C:30]([CH3:32])([CH3:31])[CH3:33])=[O:28])[C@@H:3]3[CH2:2][F:1])=[CH:13][CH:12]=2)[O:18][N:17]=1 |f:1.2|. Procedure: To a dioxane (10 ml) solution of (4S,5R)-tert-butyl 4-(fluoromethyl) -2,2-dimethyl-5-(4-(3-((methylsulfonyloxy)methyl)isoxazol-5-yl)phenyl)oxazolidine-3-carboxylate (1.0 g, 2.1 mmol) is added 30% aqueous ammonium hydroxide solution (5 ml). The mixture is stirred at 35° C. for 12 hours. The product is partitioned between water (50 ml) and methylene chloride (25 ml). The organic phase is dried (sodium sulfate) and concentrated to give the title compound (685 mg): m/z (Cl) 406 ([M+H]+. Starting materials: CC(=O)[O-], Cc1cc(S(=O)(=O)O)cs1, [Li], NOS(=O)(=O)O, [Na+], O. Yields the product Cc1cc(S(N)(=O)=O)cs1. RXN SMILES: [CH3:13][C:14](=[O:15])[O-:16].[CH3:2][c:3]1[cH:4][c:5]([S:8](=[O:9])(=[O:10])[OH:11])[cH:6][s:7]1.[Li:1].[NH2:17][O:18][S:19]([OH:20])(=[O:21])=[O:22].[Na+:12].[OH2:23]>>[CH3:2][c:3]1[cH:4][c:5]([S:8](=[O:9])(=[O:11])[NH2:17])[cH:6][s:7]1. Starting materials: C1CCC2=NCCCN2CC1, Cc1ccccc1, CC(O)c1ccnc(Cl)c1, O, [N-]=[N+]=NP(=O)(c1ccccc1)c1ccccc1. Yields the product CC(N=[N+]=[N-])c1ccnc(Cl)c1. RXN SMILES: [CH2:28]1[CH2:29][CH2:30][C:31]2=[N:36][CH2:35][CH2:34][CH2:33][N:32]2[CH2:37][CH2:38]1.[CH3:40][c:41]1[cH:42][cH:43][cH:44][cH:45][cH:46]1.[Cl:18][c:19]1[n:20][cH:21][cH:22][c:23]([CH:25]([CH3:26])[OH:27])[cH:24]1.[OH2:39].[c:1]1([P:2]([c:3]2[cH:4][cH:5][cH:6][cH:7][cH:8]2)(=[O:9])[N:15]=[N+:16]=[N-:17])[cH:10][cH:11][cH:12][cH:13][cH:14]1>>[N:15](=[N+:16]=[N-:17])[CH:25]([c:23]1[cH:22][cH:21][n:20][c:19]([Cl:18])[cH:24]1)[CH3:26]. Reactants: O1C(C2(CC1)C(C1=C(O2)C=CC=C1)=O)=O (4',5'-dihydrospiro[benzo[b]furan-2(3H), 3'(2'H)-furan]-2',3-dione), S(O)(O)(=O)=O (sulfuric acid), ice water, S(O)(O)(=O)=O (sulfuric acid), [N+](=O)(O)[O-] (nitric acid). Reaction conditions: time 2 hour. Yields the product [N+](=O)([O-])C1=CC2=C(OC3(C(OCC3)=O)C2=O)C=C1 (4',5'-dihydro-5-nitrospiro[benzo[b]furan-2(3H),3'(2'H)-furan]-2',3-dione). Reaction SMILES: [O:1]1[CH2:5][CH2:4][C:3]2([O:9][C:8]3[CH:10]=[CH:11][CH:12]=[CH:13][C:7]=3[C:6]2=[O:14])[C:2]1=[O:15].S(=O)(=O)(O)O.[N+:21]([O-])([OH:23])=[O:22]>>[N+:21]([C:12]1[CH:11]=[CH:10][C:8]2[O:9][C:3]3([C:6](=[O:14])[C:7]=2[CH:13]=1)[CH2:4][CH2:5][O:1][C:2]3=[O:15])([O-:23])=[O:22]. Procedure details: To a solution of 0.408 g. of 4',5'-dihydrospiro[benzo[b]furan-2(3H), 3'(2'H)-furan]-2',3-dione in 3 ml. of concentrated sulfuric acid was added a mixture of 0.35 ml. of nitric acid (d=1.42) and 0.36 ml. of concentrated sulfuric acid, dropwise under ice-cooling, and the mixture was stirred for 2 hours. The reaction mixture was poured into ice-water and the precipitated crystals were collected by filtration, washed with water, dried and recrystallized from ethyl acetate. By the above procedure the... Starting materials: Cl (hydrochloric acid), COC(CNC)OC (N-methylaminoacetaldehyde dimethylacetal), COC1=C(C=O)C=CC2=C1OCO2 (2-methoxy-3,4-methylenedioxybenzaldehyde), C(#N)[BH3-].[Na+] (sodium cyanoborohydride), [OH-].[Na+] (NaOH). Solvent: C(C)O (ethanol), C(C)O (ethanol), C(C)O (ethanol). Yields the product 2-methoxy-3,4-methylenedioxy-N-methylbenzylamino dimethylacetal, COC1=C(CO)C=CC2=C1OCO2 (2-methoxy-3,4-methylenedioxy benzylalcohol). Yield: 4.5%. As a reaction SMILES: Cl.COC(OC)CNC.[CH3:10][O:11][C:12]1[C:19]2[O:20][CH2:21][O:22][C:18]=2[CH:17]=[CH:16][C:13]=1[CH:14]=[O:15].C([BH3-])#N.[Na+].[OH-].[Na+]>C(O)C>[CH3:10][O:11][C:12]1[C:19]2[O:20][CH2:21][O:22][C:18]=2[CH:17]=[CH:16][C:13]=1[CH2:14][OH:15] |f:3.4,5.6|. Reported procedure: To 100 ml of ethanol, were charged 1.83 ml of ethanol containing 22.2 g of hydrochloric acid dissolved therein, 3.96 g of N-methylaminoacetaldehyde dimethylacetal, 1.0 g of 2-methoxy-3,4-methylenedioxybenzaldehyde, 0.35 g of sodium cyanoborohydride and 10 ml of ethanol, and they were stirred in an oil bath under a nitrogen stream at 70° C. for 2 hours. After the reaction was over, the reaction mixture was cooled to room temperature, made alkaline (pH 11) with 2N NaOH solution and extracted with ... The reactants are CCOC(=N)CCCOC1CCC(N(C)S(=O)(=O)c2ccc(C(F)(F)F)cc2)CC1, CCOC(C)=O, O. Product: CCOC(=O)CCCOC1CCC(N(C)S(=O)(=O)c2ccc(C(F)(F)F)cc2)CC1. As a reaction SMILES: [CH2:1]([CH3:2])[O:3][C:4]([CH2:5][CH2:6][CH2:7][O:8][CH:9]1[CH2:10][CH2:11][CH:12]([N:15]([S:16](=[O:17])(=[O:18])[c:19]2[cH:20][cH:21][c:22]([C:25]([F:26])([F:27])[F:28])[cH:23][cH:24]2)[CH3:29])[CH2:13][CH2:14]1)=[NH:30].[CH3:31][CH2:32][O:33][C:34]([CH3:35])=[O:36].[OH2:37]>>[CH2:1]([CH3:2])[O:3][C:4]([CH2:5][CH2:6][CH2:7][O:8][CH:9]1[CH2:10][CH2:11][CH:12]([N:15]([S:16](=[O:17])(=[O:18])[c:19]2[cH:20][cH:21][c:22]([C:25]([F:26])([F:27])[F:28])[cH:23][cH:24]2)[CH3:29])[CH2:13][CH2:14]1)=[O:33].